This data is from the Open Reaction Database (ORD), a public repository of structured organic reaction records. The task is: describe an organic reaction: reactants, conditions, products, and yield Reactants: C(=O)(OCC)C1(C(CCCC1)=O)C(=O)OCC (2,2-dicarbethoxycyclohexanone), [H-].[Al+3].[Li+].[H-].[H-].[H-] (lithium aluminium hydride), [OH-].[K+] (Potassium hydroxide), P(=O)(O)([O-])[O-].[K+].[K+] (Dipotassium hydrogen phosphate), P(=O)(O)(O)[O-].[K+] (potassium dihydrogen phosphate). The solvent is CCOCC (ether), CCOCC (ether), O (water), O (water). Run at time 6 hour. The product is OCC1(C(CCCC1)O)CO (2,2Di-(hydroxymethyl)-cyclohexanol). Yield: 60.5%. Reaction SMILES: [C:1]([C:6]1([C:13](OCC)=[O:14])[CH2:11][CH2:10][CH2:9][CH2:8][C:7]1=[O:12])(OCC)=[O:2].[H-].[Al+3].[Li+].[H-].[H-].[H-].[OH-].[K+].P([O-])([O-])(O)=O.[K+].[K+].P([O-])(O)(O)=O.[K+]>CCOCC.O>[OH:14][CH2:13][C:6]1([CH2:1][OH:2])[CH2:11][CH2:10][CH2:9][CH2:8][CH:7]1[OH:12] |f:1.2.3.4.5.6,7.8,9.10.11,12.13|. Procedure: A solution of 2,2-dicarbethoxycyclohexanone (3.0 g.) in dry ether (15 ml.) was added dropwise to a stirred suspension of lithium aluminium hydride (1.4 g.) in dry ether (50 ml.) at 0°, under nitrogen. The mixture was refluxed, with stirring, for six hours. Potassium hydroxide (6 g.) in water (100 ml) was added to the stirred mixture. Dipotassium hydrogen phosphate (4.2 g.) and potassium dihydrogen phosphate (3.3 g.) in water (50 ml.) was added. Ether was removed by passing a current of nitrogen ... Reactants: C1(CC1)NC=C(C(=O)OCC)C(C1=C(C(=C(C(=C1[N+](=O)[O-])F)F)C)F)=O (ethyl 3-cyclopropylamino-2-(2,4,5-trifluoro-3-methyl-6-nitrobenzoyl)acrylate), C([O-])([O-])=O.[K+].[K+] (potassium carbonate). Reagents/catalysts: C1COCCOCCOCCOCCOCCO1 (18-crown-6-ether). The solvent is O1CCCC1 (tetrahydrofuran). Conditions: time 23 hour. Yields the product C1(CC1)N1C=C(C(C2=C(C(=C(C(=C12)C)F)F)[N+](=O)[O-])=O)C(=O)OCC (Ethyl 1-cyclopropyl-6,7-difluoro-1,4-dihydro-8-methyl-5-nitro-4-oxoquinoline-3-carboxylate). Yield: 90.5%. Reaction SMILES: [CH:1]1([NH:4][CH:5]=[C:6]([C:12](=[O:26])[C:13]2[C:18]([N+:19]([O-:21])=[O:20])=[C:17]([F:22])[C:16]([F:23])=[C:15]([CH3:24])[C:14]=2F)[C:7]([O:9][CH2:10][CH3:11])=[O:8])[CH2:3][CH2:2]1.C(=O)([O-])[O-].[K+].[K+]>O1CCCC1.C1OCCOCCOCCOCCOCCOC1>[CH:1]1([N:4]2[C:14]3[C:13](=[C:18]([N+:19]([O-:21])=[O:20])[C:17]([F:22])=[C:16]([F:23])[C:15]=3[CH3:24])[C:12](=[O:26])[C:6]([C:7]([O:9][CH2:10][CH3:11])=[O:8])=[CH:5]2)[CH2:3][CH2:2]1 |f:1.2.3|. Reported procedure: To a solution of 10.0 g of ethyl 3-cyclopropylamino-2-(2,4,5-trifluoro-3-methyl-6-nitrobenzoyl)acrylate and 0.1 g of 18-crown-6-ether in 100 ml of tetrahydrofuran, 8.04 g of potassium carbonate was added, and then the mixture was stirred at room temperature for 23 hours. The deposited crystals were collected by filtration and washed with tetrahydrofuran, water and acetone to give 8.56 g of the desired compound. Recrystallization from N,N-dimethylformamide gave colorless needles, which were ident... Reactants: [BH3-]C#N.[Na+] (NaCNBH3), C=O (formaldehyde), O1C(=NC2=C1C=CC=C2)C2=CC(=C(C=C2)C2=CC=C(C=N2)N)OC (6-[4-(1,3-benzoxazol-2-yl)-2-methoxyphenyl]pyridin-3-amine). The reagents and catalysts are CC(=O)O (AcOH). The solvent is CO (MeOH). Reaction conditions: time 8 hour. Yields the product O1C(=NC2=C1C=CC=C2)C2=CC(=C(C=C2)C2=CC=C(C=N2)N(C)C)OC (6-[4-(1,3-benzoxazol-2-yl)-2-methoxyphenyl]-N,N-dimethylpyridin-3-amine). RXN SMILES: [O:1]1[C:5]2[CH:6]=[CH:7][CH:8]=[CH:9][C:4]=2[N:3]=[C:2]1[C:10]1[CH:15]=[CH:14][C:13]([C:16]2[N:21]=[CH:20][C:19](N)=[CH:18][CH:17]=2)=[C:12]([O:23][CH3:24])[CH:11]=1.[BH3-][C:26]#[N:27].[Na+].[CH2:29]=O>CO.CC(O)=O>[O:1]1[C:5]2[CH:6]=[CH:7][CH:8]=[CH:9][C:4]=2[N:3]=[C:2]1[C:10]1[CH:15]=[CH:14][C:13]([C:16]2[N:21]=[CH:20][C:19]([N:27]([CH3:26])[CH3:29])=[CH:18][CH:17]=2)=[C:12]([O:23][CH3:24])[CH:11]=1 |f:1.2|. Procedure details: 6-[4-(1,3-benzoxazol-2-yl)-2-methoxyphenyl]pyridin-3-amine (22 mg, 0.070 mmol) was dissolved in MeOH (2 mL), and AcOH (2 drops). NaCNBH3 (44 mg, 0.70 mmol) and formaldehyde (50 μL, 0.70 mmol) were added and the mixture was stirred overnight. The mixture was partitioned between CH2Cl2 and dilute brine. The aqueous layer was extracted with CH2Cl2 (3×15 mL). The combined organic layers were dried over MgSO4, filtered and concentrated. The crude mixture was adsorbed onto silica gel and purified by a...